From a dataset of the Open Reaction Database (ORD), a public repository of structured organic reaction records. describe an organic reaction: reactants, conditions, products, and yield Reactants: BrC(CCCCC(SC1=CC=C(C=C1)C)C1=CC(=C(C=C1)OC)OC)C (4-[6-bromo-1-[(4-methylphenyl)thio]heptyl]-1,2-dimethoxybenzene), COC=1C=C2CNCC2=CC1OC (5,6-dimethoxyisoindoline), C(C)(C)N(C(C)C)CC (N,N-diisopropylethylamine). Solvent: C(C)#N (acetonitrile). The product is COC=1C=C(C=CC1OC)C(CCCCCCN1CC2=CC(=C(C=C2C1)OC)OC)SC1=CC=C(C=C1)C (2-[7-(3,4-Dimethoxyphenyl)-7-[(4-methylphenyl)thio]-heptyl]-2,3-dihydro-5,6-dimethoxy-1H-isoindole). Yield: 61.1%. RXN SMILES: Br[CH:2]([CH3:26])[CH2:3][CH2:4][CH2:5][CH2:6][CH:7]([C:16]1[CH:21]=[CH:20][C:19]([O:22][CH3:23])=[C:18]([O:24][CH3:25])[CH:17]=1)[S:8][C:9]1[CH:14]=[CH:13][C:12]([CH3:15])=[CH:11][CH:10]=1.[CH3:27][O:28][C:29]1[CH:30]=[C:31]2[C:35](=[CH:36][C:37]=1[O:38][CH3:39])[CH2:34][NH:33][CH2:32]2.C(N(CC)C(C)C)(C)C>C(#N)C>[CH3:25][O:24][C:18]1[CH:17]=[C:16]([CH:7]([S:8][C:9]2[CH:14]=[CH:13][C:12]([CH3:15])=[CH:11][CH:10]=2)[CH2:6][CH2:5][CH2:4][CH2:3][CH2:2][CH2:26][N:33]2[CH2:34][C:35]3[C:31](=[CH:30][C:29]([O:28][CH3:27])=[C:37]([O:38][CH3:39])[CH:36]=3)[CH2:32]2)[CH:21]=[CH:20][C:19]=1[O:22][CH3:23]. Reported procedure: A mixture of 1.79 g of 4-[6-bromo-1-[(4-methylphenyl)thio]heptyl]-1,2-dimethoxybenzene, 3.29 g of 5,6-dimethoxyisoindoline, 25 mL of acetonitrile, and 1.74 mL of N,N-diisopropylethylamine is heated under reflux for 2 days. The reaction is concentrated in vacuo and the black residue partitioned between chloroform and aqueous ammonia. The organic layer is dried (sodium sulfate) and the solvent removed at reduced pressure. Chromatography on silica gel with gradient elution progressing from hexane t... The reactants are N1(CCNCC1)C(=O)OC(C)(C)C (tert-butyl 1-piperazinecarboxylate), ClC1=CC=C(/C=C/S(=O)(=O)Cl)C=C1 ((E)-4-chlorostyrylsulfonyl chloride). Product: Cl.ClC1=CC=C(/C=C/S(=O)(=O)N2CCNCC2)C=C1 (1-[(E)-4-Chlorostyrylsulfonyl)piperazine hydrochloride). RXN SMILES: [N:1]1(C(OC(C)(C)C)=O)[CH2:6][CH2:5][NH:4][CH2:3][CH2:2]1.[Cl:14][C:15]1[CH:26]=[CH:25][C:18](/[CH:19]=[CH:20]/[S:21](Cl)(=[O:23])=[O:22])=[CH:17][CH:16]=1>>[ClH:14].[Cl:14][C:15]1[CH:16]=[CH:17][C:18](/[CH:19]=[CH:20]/[S:21]([N:1]2[CH2:2][CH2:3][NH:4][CH2:5][CH2:6]2)(=[O:23])=[O:22])=[CH:25][CH:26]=1 |f:2.3|. Reported procedure: In the same manner as in Referential Example 1, a reaction was conducted using tert-butyl 1-piperazinecarboxylate and (E)-4-chlorostyrylsulfonyl chloride as starting materials, whereby the title compound was obtained. Reactants: C(C)(C)(C)OC(=O)N[C@H](C(=O)OC)CC=1C=C2CCCNC2=CC1 (methyl (2S)-2-[(tert-butoxycarbonyl)amino]-3-(1,2,3,4-tetrahydroquinolin-6-yl)propanoate), FC(C(=O)O)(F)F (trifluoracetic acid). Solvent: ClCCl (dichloromethane). Run at temperature 20 celsius, time 8 hour. Product: N[C@H](C(=O)OC)CC=1C=C2CCCNC2=CC1 (methyl (2S)-2-amino-3-(1,2,3,4-tetrahydroquinolin-6-yl)propanoate). Yield: 85.4%. As a reaction SMILES: C(OC([NH:8][C@@H:9]([CH2:14][C:15]1[CH:16]=[C:17]2[C:22](=[CH:23][CH:24]=1)[NH:21][CH2:20][CH2:19][CH2:18]2)[C:10]([O:12][CH3:13])=[O:11])=O)(C)(C)C.FC(F)(F)C(O)=O>ClCCl>[NH2:8][C@@H:9]([CH2:14][C:15]1[CH:16]=[C:17]2[C:22](=[CH:23][CH:24]=1)[NH:21][CH2:20][CH2:19][CH2:18]2)[C:10]([O:12][CH3:13])=[O:11]. Procedure details: To a solution of #214 (750 mg, 2.25 mmol, 1 eq.) in dichloromethane (20 mL) was added dropwise trifluoracetic acid (2 mL) at 0° C. and then the solution was stirred at 20° C. overnight. The reaction mixture was concentrated in vacuo and the residue was dissolved in water (20 mL). The solution was basified with sodium carbonate and extracted with ethyl acetate/tetrahydrofuran (30 mL×3). The organic phase was dried over sodium sulfate and concentrated in vacuo to afford #215 (450 mg, 85%) as a yel...